Dataset: the Open Reaction Database (ORD), a public repository of structured organic reaction records. Task: describe an organic reaction: reactants, conditions, products, and yield Product: CC1(C)C(=O)N(C2C3CC4CC(C3)CC2C4)N1C(=O)COc1ccc(Br)cn1. The reactants are Fc1ccc(Br)cn1, CC1(C)C(=O)N(C2C3CC4CC(C3)CC2C4)N1C(=O)CO, CN(C)C=O, [Na+], [OH-], O. As a reaction SMILES: [Br:24][c:25]1[cH:26][cH:27][c:28]([F:31])[n:29][cH:30]1.[CH3:1][C:2]1([CH3:21])[C:3](=[O:20])[N:4]([CH:10]2[CH:11]3[CH2:12][CH:13]4[CH2:14][CH:15]([CH2:16][CH:17]2[CH2:18]4)[CH2:19]3)[N:5]1[C:6]([CH2:7][OH:8])=[O:9].[CH3:33][N:34]([CH3:35])[CH:36]=[O:37].[Na+:23].[OH-:22].[OH2:32]>>[CH3:1][C:2]1([CH3:21])[C:3](=[O:20])[N:4]([CH:10]2[CH:11]3[CH2:12][CH:13]4[CH2:14][CH:15]([CH2:16][CH:17]2[CH2:18]4)[CH2:19]3)[N:5]1[C:6]([CH2:7][O:8][c:28]1[cH:27][cH:26][c:25]([Br:24])[cH:30][n:29]1)=[O:9].